Task: describe an organic reaction: reactants, conditions, products, and yield. Dataset: the Open Reaction Database (ORD), a public repository of structured organic reaction records The product is COc1cc2c(cc1Nc1ncc(Cl)c(Nc3ccc(N(C)C)cc3OC)n1)CCN(CCN1CCOCC1)CC2. RXN SMILES: [CH3:21][O:22][c:23]1[c:24]([NH2:42])[cH:25][c:26]2[c:27]([cH:41]1)[CH2:28][CH2:29][N:30]([CH2:33][CH2:34][N:35]1[CH2:36][CH2:37][O:38][CH2:39][CH2:40]1)[CH2:31][CH2:32]2.[Cl:1][c:2]1[n:3][cH:4][c:5]([Cl:20])[c:6]([NH:8][c:9]2[c:10]([O:18][CH3:19])[cH:11][c:12]([N:15]([CH3:16])[CH3:17])[cH:13][cH:14]2)[n:7]1>>[c:2]1([NH:42][c:24]2[c:23]([O:22][CH3:21])[cH:41][c:27]3[c:26]([cH:25]2)[CH2:32][CH2:31][N:30]([CH2:33][CH2:34][N:35]2[CH2:36][CH2:37][O:38][CH2:39][CH2:40]2)[CH2:29][CH2:28]3)[n:3][cH:4][c:5]([Cl:20])[c:6]([NH:8][c:9]2[c:10]([O:18][CH3:19])[cH:11][c:12]([N:15]([CH3:16])[CH3:17])[cH:13][cH:14]2)[n:7]1. The reactants are COc1cc2c(cc1N)CCN(CCN1CCOCC1)CC2, COc1cc(N(C)C)ccc1Nc1nc(Cl)ncc1Cl. Reactants: C(C1=CC=CC=C1)(C1=CC=CC=C1)O (Benzhydrol), NC(=S)N (thiourea), ClCC(=O)O (2-chloroacetic acid), Br (hydrobromic acid). Product: C1(=CC=CC=C1)C(SCC(=O)O)C1=CC=CC=C1 (2-[(diphenylmethyl)sulfenyl]acetic acid). Reaction SMILES: [CH:1](O)([C:8]1[CH:13]=[CH:12][CH:11]=[CH:10][CH:9]=1)[C:2]1[CH:7]=[CH:6][CH:5]=[CH:4][CH:3]=1.N[C:16](N)=[S:17].ClC[C:21]([OH:23])=[O:22].Br>>[C:2]1([CH:1]([C:8]2[CH:13]=[CH:12][CH:11]=[CH:10][CH:9]=2)[S:17][CH2:16][C:21]([OH:23])=[O:22])[CH:7]=[CH:6][CH:5]=[CH:4][CH:3]=1. Reported procedure: U.S. Pat. No. 4,177,290 discloses an alternative process for the application on an industrial scale (scheme 2). Benzhydrol (5), thiourea (6) and 2-chloroacetic acid (7) are reacted in the presence of hydrobromic acid to obtain 2-[(diphenylmethyl)sulfenyl]acetic acid (8), which is oxidized with hydrogen peroxide to afford 2-[2-[(diphenylmethyl)sulfinyl]acetic acid (9). This is reacted with NaHCO3 and dimethyl sulfate and the resulting methyl ester (10) is converted to modafinil by treatment with ... Starting materials: CC1=NC=C(C#N)C=C1 (6-methyl-nicotinonitrile), C(C)(C)NC(C)C.[Li] (lithium diisopropylamine), FC(CI)(F)F (1,1,1-Trifluoro-2-iodo-ethane). Solvent: C1CCOC1 (THF). Conditions: time 2 hour. The product is FC(CCC1=CC=C(C=N1)C#N)(F)F (6-(3,3,3-Trifluoropropyl)pyridine-3-carbonitrile). Isolated yield 95.4%. RXN SMILES: [CH3:1][C:2]1[CH:9]=[CH:8][C:5]([C:6]#[N:7])=[CH:4][N:3]=1.C(NC(C)C)(C)C.[Li].[F:18][C:19]([F:23])([F:22])[CH2:20]I>C1COCC1>[F:18][C:19]([F:23])([F:22])[CH2:20][CH2:1][C:2]1[N:3]=[CH:4][C:5]([C:6]#[N:7])=[CH:8][CH:9]=1 |f:1.2,^1:16|. Procedure details: To a solution of 6-methyl-nicotinonitrile (118 mg, 1.0 mmol) in anhydrous THF (20 mL) at −78 C under nitrogen was added lithium diisopropylamine (2M solution in THF/heptane/ethylbenzene, 550 μL, 1.1 mmol) drop-wise. The resulting solution was allowed to warm to room temperature for 5 min and then cooled back to −78 C. 1,1,1-Trifluoro-2-iodo-ethane (524 mg, 2.5 mmol) was then added to the solution drop-wise and the reaction mixture was allowed to warm to room temperature and stirred at this tempe... Starting materials: C([O-])([O-])=O.[K+].[K+] (potassium carbonate), Cl.C(C1=CC=CC=C1)N(CCCl)CC1=CC=CC=C1 (dibenzyl-(2-chloroethyl)amine hydrochloride), C(C)N1C=C(C(C2=CC(=CC=C12)O)=O)C(=O)O (1-Ethyl-6-hydroxy-4-oxo-1,4-dihydro-quinoline-3-carboxylic acid). The solvent is CN(C)C=O (DMF). Conditions: temperature 65 celsius, time 72 hour. Yields the product C(C1=CC=CC=C1)N(CCOC(=O)C1=CN(C2=CC=C(C=C2C1=O)OCCN(CC1=CC=CC=C1)CC1=CC=CC=C1)CC)CC1=CC=CC=C1 (6-(2-Dibenzylamino-ethoxy)-1-ethyl-4-oxo-1,4-dihydro-quinoline-3-carboxylic acid 2-dibenzylamino-ethyl ester). Isolated yield 120.1%. Reaction SMILES: [CH2:1]([N:3]1[C:12]2[C:7](=[CH:8][C:9]([OH:13])=[CH:10][CH:11]=2)[C:6](=[O:14])[C:5]([C:15]([OH:17])=[O:16])=[CH:4]1)[CH3:2].C(=O)([O-])[O-].[K+].[K+].Cl.[CH2:25]([N:32]([CH2:36][C:37]1[CH:42]=[CH:41][CH:40]=[CH:39][CH:38]=1)[CH2:33][CH2:34]Cl)[C:26]1[CH:31]=[CH:30][CH:29]=[CH:28][CH:27]=1>CN(C=O)C>[CH2:25]([N:32]([CH2:36][C:37]1[CH:42]=[CH:41][CH:40]=[CH:39][CH:38]=1)[CH2:33][CH2:34][O:16][C:15]([C:5]1[C:6](=[O:14])[C:7]2[C:12](=[CH:11][CH:10]=[C:9]([O:13][CH2:34][CH2:33][N:32]([CH2:25][C:26]3[CH:31]=[CH:30][CH:29]=[CH:28][CH:27]=3)[CH2:36][C:37]3[CH:42]=[CH:41][CH:40]=[CH:39][CH:38]=3)[CH:8]=2)[N:3]([CH2:1][CH3:2])[CH:4]=1)=[O:17])[C:26]1[CH:31]=[CH:30][CH:29]=[CH:28][CH:27]=1 |f:1.2.3,4.5|. Procedure: 1-Ethyl-6-hydroxy-4-oxo-1,4-dihydro-quinoline-3-carboxylic acid (GB 1433774) (1.4 g, 6 mmol) was dissolved in dry DMF (80 mL). To this was added potassium carbonate (5 g, 36 mmol) and dibenzyl-(2-chloroethyl)amine hydrochloride (4.37 g, 14.8 mmol). The mixture was heated at 65° C. with stirring for 72 h, then allowed to cool overnight. The mixture was evaporated to a small volume, diluted with water and extracted with ethyl acetate (×2). The combined organic extracts were washed with brine, drie...